Dataset: the Open Reaction Database (ORD), a public repository of structured organic reaction records. Task: describe an organic reaction: reactants, conditions, products, and yield Reactants: OO (H2O2), FC1=C(C=CC=C1)C1CN(CCC1=O)C (3-(2-fluorophenyl)-1-methyl-4-piperidone), [OH-].[Na+] (NaOH), C(C)(CC)[BH-](C(C)CC)C(C)CC.[Li+] (lithium tri-secondary butylborohydride). Run in O1CCCC1 (tetrahydrofuran), O1CCCC1 (tetrahydrofuran). Conditions: time 18 hour. Yields the product FC1=C(C=CC=C1)[C@@H]1CN(CC[C@@H]1O)C (cis-3-(2-fluorophenyl)-1-methyl-4-piperidinol). RXN SMILES: [F:1][C:2]1[CH:7]=[CH:6][CH:5]=[CH:4][C:3]=1[CH:8]1[C:13](=[O:14])[CH2:12][CH2:11][N:10]([CH3:15])[CH2:9]1.C([BH-](C(CC)C)C(CC)C)(CC)C.[Li+].[OH-].[Na+].OO>O1CCCC1>[F:1][C:2]1[CH:7]=[CH:6][CH:5]=[CH:4][C:3]=1[C@H:8]1[C@@H:13]([OH:14])[CH2:12][CH2:11][N:10]([CH3:15])[CH2:9]1 |f:1.2,3.4|. Procedure details: A solution of 7.98 g of 3-(2-fluorophenyl)-1-methyl-4-piperidone in 40 ml of dry tetrahydrofuran is cooled to 5° C. under nitrogen and treated dropwise with 49 ml of a 1.0 molar tetrahydrofuran solution of lithium tri-secondary butylborohydride, keeping the pot temperature below 10° C. The mixture is then stirred 18 hours at room temperatue under nitrogen. The mixture is cooled while 175 ml of 10% aqueous NaOH solution are added, keeping the pot temperature below 10° C. 117 ml of 30% H2O2 soluti... Reactants: BrC1=C(C=CC(=C1)C(F)(F)F)S(=O)(=O)Cl (2-bromo-4-(trifluoromethyl)benzenesulfonyl chloride), C1C2N(CCN1)C(C1=C2C=CN=C1)=O (1,3,4,10b-tetrahydropyrido[4′,3′:3,4]pyrrolo[1,2-a]pyrazin-6(2H)-one), C1C2N(CCN1)C(C1=C2C=CN=C1)=O (1,3,4,10b-tetrahydropyrido[4′,3′:3,4]pyrrolo[1,2-a]pyrazin-6(2H)-one), CCN(C(C)C)C(C)C (DIPEA). Run in ClCCl (dichloromethane). Run at time 8 hour. Product: BrC1=C(C=CC(=C1)C(F)(F)F)S(=O)(=O)N1CC2N(CC1)C(C1=C2C=CN=C1)=O (2-{[2-Bromo-4-(trifluoromethyl)phenyl]sulfonyl}-1,3,4,10b-tetrahydropyrido[4′,3′:3,4]pyrrolo[1,2-a]pyrazin-6(2H)-one). Reaction SMILES: [CH2:1]1[NH:6][CH2:5][CH2:4][N:3]2[C:7](=[O:14])[C:8]3[CH:13]=[N:12][CH:11]=[CH:10][C:9]=3[CH:2]12.CCN(C(C)C)C(C)C.[Br:24][C:25]1[CH:30]=[C:29]([C:31]([F:34])([F:33])[F:32])[CH:28]=[CH:27][C:26]=1[S:35](Cl)(=[O:37])=[O:36]>ClCCl>[Br:24][C:25]1[CH:30]=[C:29]([C:31]([F:33])([F:32])[F:34])[CH:28]=[CH:27][C:26]=1[S:35]([N:6]1[CH2:5][CH2:4][N:3]2[C:7](=[O:14])[C:8]3[CH:13]=[N:12][CH:11]=[CH:10][C:9]=3[CH:2]2[CH2:1]1)(=[O:37])=[O:36]. Procedure: To a suspension of 1,3,4,10b-tetrahydropyrido[4′,3′:3,4]pyrrolo[1,2-a]pyrazin-6(2H)-one (may be prepared as in Intermediate 22, 90 mg) in dichloromethane (15 mL) was added DIPEA (0.415 mL). This was cooled in an ice bath and to this was added 2-bromo-4-(trifluoromethyl)benzenesulfonyl chloride (162 mg). The mixture was stirred at room temperature overnight. The reaction mixture was washed with aqueous saturated sodium bicarbonate solution in a hydrophobic frit and then re-extracted with DCM. The... Reactants: [H-].[Na+] (Sodium hydride), O (water), CCOC(=O)CP(=O)(OCC)OCC (O,O-Diethyl ethoxycarbonylmethyl phosphonate), C(\C=C\CCCCCCC)=O ((E)-dec-2-enal). The solvent is O1CCCC1 (tetrahydrofuran). Run at temperature 0 celsius, time 30 minute. Yields the product C(\C=C\C=C\CCCCCCC)(=O)OCC (Ethyl (2E,4E)-dodeca-2,4-dienoate). RXN SMILES: [H-].[Na+].[CH3:3][CH2:4][O:5][C:6]([CH2:8]P(OCC)(OCC)=O)=[O:7].[CH:17](=O)/[CH:18]=[CH:19]/[CH2:20][CH2:21][CH2:22][CH2:23][CH2:24][CH2:25][CH3:26].O>O1CCCC1>[C:6]([O:5][CH2:4][CH3:3])(=[O:7])/[CH:8]=[CH:17]/[CH:18]=[CH:19]/[CH2:20][CH2:21][CH2:22][CH2:23][CH2:24][CH2:25][CH3:26] |f:0.1|. Procedure details: Sodium hydride (60% wt., 3.11 g) was suspended in dry tetrahydrofuran (200 ml) and cooled to 0° C. O,O-Diethyl ethoxycarbonylmethyl phosphonate (15.43 ml) was added dropwise. The reaction mixture was stirred at 0° C. for 30 min and cooled to −78° C. after which (E)-dec-2-enal (11.90 ml) was added dropwise. Stirring was continued at this temperature for 2 h, after which the mixture was warmed to room temperature. The reaction mixture was poured into water, and the aqueous phase was extracted with... Starting materials: N,N-dimethylimidazolidinone, [H-].[Na+] (sodium hydride), [Br-].COC=1C=C(C[PH3+])C=C(C1OC)OC (3,4,5-trimethoxy-benzyl-phosphonium bromide), C(C1=CC=CC=C1)OC=1C=C(C=O)C=CC1OCC1=CC=CC=C1 (3,4-Dibenzyloxy-benzaldehyde), ice. Run in N,N-dimethylimidazolidinone, O (water). Reaction conditions: time 8 hour. Yields the product C(C1=CC=CC=C1)OC=1C=C(\C=C/C2=CC(=C(C(=C2)OC)OC)OC)C=CC1OCC1=CC=CC=C1 (3', 4'-Dibenzyloxy-3,4,5-trimethoxy-(Z)-stilbene). Isolated yield 61.0%. Reaction SMILES: [H-].[Na+].[Br-].[CH3:4][O:5][C:6]1[CH:7]=[C:8]([CH:11]=[C:12]([O:16][CH3:17])[C:13]=1[O:14][CH3:15])[CH2:9][PH3+].[CH2:18]([O:25][C:26]1[CH:27]=[C:28]([CH:31]=[CH:32][C:33]=1[O:34][CH2:35][C:36]1[CH:41]=[CH:40][CH:39]=[CH:38][CH:37]=1)[CH:29]=O)[C:19]1[CH:24]=[CH:23][CH:22]=[CH:21][CH:20]=1>O>[CH2:18]([O:25][C:26]1[CH:27]=[C:28]([CH:31]=[CH:32][C:33]=1[O:34][CH2:35][C:36]1[CH:41]=[CH:40][CH:39]=[CH:38][CH:37]=1)/[CH:29]=[CH:9]\[C:8]1[CH:7]=[C:6]([O:5][CH3:4])[C:13]([O:14][CH3:15])=[C:12]([O:16][CH3:17])[CH:11]=1)[C:19]1[CH:20]=[CH:21][CH:22]=[CH:23][CH:24]=1 |f:0.1,2.3|. Reported procedure: To a stirred suspension of sodium hydride (0.75, 31.4 mmol) in N,N-dimethylimidazolidinone (10 ml) was added 3,4,5-trimethoxy-benzyl-phosphonium bromide (8.26 g 15.71 mmol) under argon. The aldehyde (4.0 g, 1258 mmol) from Example 40 was added to the deep red solution followed by 2 ml of N,N-dimethylimidazolidinone. Before adding ice (10 g)-water (75 ml) the mixture was stirred overnight. Upon extraction with ethyl acetate (3×100 ml), the organic phase was washed with water (3×75 ml), dried and ... Reactants: BrC1=C(C=C2CC(C(C2=C1)=O)=NO)OC (6-Bromo-5-methoxy-indan-1,2-dione 2-oxime), C1(=CC=C(C=C1)S(=O)(=O)Cl)C (p-Toluenesulfonyl chloride). Yields the product BrC=1C(=CC(=C(C(=O)O)C1)CC#N)OC (5-Bromo-2-cyanomethyl-4-methoxy-benzoic acid). RXN SMILES: [Br:1][C:2]1[CH:10]=[C:9]2[C:5]([CH2:6][C:7](=[N:12]O)[C:8]2=[O:11])=[CH:4][C:3]=1[O:14][CH3:15].C1(C)C=CC(S(Cl)(=O)=[O:23])=CC=1>>[Br:1][C:2]1[C:3]([O:14][CH3:15])=[CH:4][C:5]([CH2:6][C:7]#[N:12])=[C:9]([CH:10]=1)[C:8]([OH:11])=[O:23]. Procedure: Similar procedure as described in example 9B was used, starting from 6-Bromo-5-methoxy-indan-1,2-dione 2-oxime and p-Toluenesulfonyl chloride to give 5-Bromo-2-cyanomethyl-4-methoxy-benzoic acid. LC-MS: m/e 268 (M−1). The reactants are C=C(CBr)C(=O)OC(C)(C)C, O=C(O)C1CCCC1, [Cl-], [Cl-], C1CCOC1, [Zn+2]. The product is C=C(CC1(C(=O)O)CCCC1)C(=O)OC(C)(C)C. RXN SMILES: [Br:9][CH2:10][C:11]([C:12](=[O:13])[O:14][C:15]([CH3:16])([CH3:17])[CH3:18])=[CH2:19].[CH:1]1([C:6](=[O:7])[OH:8])[CH2:2][CH2:3][CH2:4][CH2:5]1.[Cl-:25].[Cl-:27].[O:20]1[CH2:21][CH2:22][CH2:23][CH2:24]1.[Zn+2:26]>>[C:1]1([C:6](=[O:7])[OH:8])([CH2:19][C:11](=[CH2:10])[C:12](=[O:13])[O:14][C:15]([CH3:16])([CH3:17])[CH3:18])[CH2:2][CH2:3][CH2:4][CH2:5]1. Starting materials: CC1=NNC(=C1C1=CC=C(C=C1)Cl)N (3-Methyl-4-(4-chlorophenyl)-1H-pyrazol-5-amine), ClC=1C=C(C=CC1)C(CC(=O)OCC)=O (ethyl 3-(3-chlorophenyl)-3-oxopropanoate). The solvent is N1=CC=CC=C1 (pyridine). Yields the product ClC1=CC=C(C=C1)C=1C(=NN2C1NC(C=C2C2=CC(=CC=C2)Cl)=O)C (3-(4-chlorophenyl)-7-(3-chlorophenyl)-2-methylpyrazolo[1,5-a]pyrimidin-5(4H)-one). Isolated yield 41.1%. RXN SMILES: [CH3:1][C:2]1[C:6]([C:7]2[CH:12]=[CH:11][C:10]([Cl:13])=[CH:9][CH:8]=2)=[C:5]([NH2:14])[NH:4][N:3]=1.[Cl:15][C:16]1[CH:17]=[C:18]([C:22](=O)[CH2:23][C:24](OCC)=[O:25])[CH:19]=[CH:20][CH:21]=1>N1C=CC=CC=1>[Cl:13][C:10]1[CH:9]=[CH:8][C:7]([C:6]2[C:2]([CH3:1])=[N:3][N:4]3[C:22]([C:18]4[CH:19]=[CH:20][CH:21]=[C:16]([Cl:15])[CH:17]=4)=[CH:23][C:24](=[O:25])[NH:14][C:5]=23)=[CH:12][CH:11]=1. Procedure details: 3-Methyl-4-(4-chlorophenyl)-1H-pyrazol-5-amine (578 mg) and ethyl 3-(3-chlorophenyl)-3-oxopropanoate (728 mg) are stirred overnight in a pyridine (30 mL) solvent at 95° C. After cooling to room temperature, the reaction solvent is removed by distillation under reduced pressure. The remainder is extracted with ethyl acetate and water. The extracted organic layer is washed with brine and dehydrated with anhydrous MgSO4. The dehydrated organic layer is distilled under reduced pressure and concentra... Reported procedure: Following the procedure as described in EXAMPLE 2 and making non-critical variations using 6-(diphenylmethyl)-8-(6-hydroxy-2,3-dihydro-1-benzofuran-5-yl)-2,3,6,8-tetrahydro-7H-[1,4]dioxino[2,3-f]indol-7-one to replace 1-(diphenylmethyl)-3-(2-hydroxy-4-methoxy-5-methylphenyl)-1,3-dihydro-2H-indol-2-one, 6′-(diphenylmethyl)-2′,3′,5,6-tetrahydrospiro[benzo[1,2-b:5,4-b′]difuran-3,8′-[1,4]dioxino[2,3-f]indol]-7′(6′H)-one was obtained (67%) as a colorless solid: MS (ES+) m/z 504.0 (M+1). Reaction SMILES: [C:1]1([CH:7]([C:32]2[CH:37]=[CH:36][CH:35]=[CH:34][CH:33]=2)[N:8]2[C:16]3[CH:15]=[C:14]4[O:17][CH2:18][CH2:19][O:20][C:13]4=[CH:12][C:11]=3[CH:10]([C:21]3[C:22]([OH:30])=[CH:23][C:24]4[O:28][CH2:27][CH2:26][C:25]=4[CH:29]=3)[C:9]2=[O:31])[CH:6]=[CH:5][CH:4]=[CH:3][CH:2]=1.[C:38]1(C(C2C=CC=CC=2)N2C3C(=CC=CC=3)C(C3C=C(C)C(OC)=CC=3O)C2=O)C=CC=CC=1>>[C:32]1([CH:7]([C:1]2[CH:2]=[CH:3][CH:4]=[CH:5][CH:6]=2)[N:8]2[C:16]3[CH:15]=[C:14]4[O:17][CH2:18][CH2:19][O:20][C:13]4=[CH:12][C:11]=3[C:10]3([CH2:38][O:30][C:22]4[CH:23]=[C:24]5[C:25](=[CH:29][C:21]3=4)[CH2:26][CH2:27][O:28]5)[C:9]2=[O:31])[CH:37]=[CH:36][CH:35]=[CH:34][CH:33]=1. The product is C1(=CC=CC=C1)C(N1C(C2(C=3C=C4C(=CC13)OCCO4)C4=C(OC2)C=C2OCCC2=C4)=O)C4=CC=CC=C4 (6′-(diphenylmethyl)-2′,3′,5,6-tetrahydrospiro[benzo[1,2-b:5,4-b′]difuran-3,8′-[1,4]dioxino[2,3-f]indol]-7′(6′H)-one). The reactants are C1(=CC=CC=C1)C(N1C(C(C=2C=C3C(=CC12)OCCO3)C=3C(=CC1=C(CCO1)C3)O)=O)C3=CC=CC=C3 (6-(diphenylmethyl)-8-(6-hydroxy-2,3-dihydro-1-benzofuran-5-yl)-2,3,6,8-tetrahydro-7H-[1,4]dioxino[2,3-f]indol-7-one), C1(=CC=CC=C1)C(N1C(C(C2=CC=CC=C12)C1=C(C=C(C(=C1)C)OC)O)=O)C1=CC=CC=C1 (1-(diphenylmethyl)-3-(2-hydroxy-4-methoxy-5-methylphenyl)-1,3-dihydro-2H-indol-2-one). Reactants: CC1(c2ccccc2)Cc2cc(OC(C(=O)[O-])C(C)(C)C)c(Cl)c(Cl)c2C1=O, C1CCCCC1, CS(=O)(=O)O, c1ccccc1. Yields the product CC1(c2ccccc2)Cc2cc(OCC(=O)O)c(Cl)c(Cl)c2C1=O. As a reaction SMILES: [C:1]([CH3:2])([CH3:3])([CH3:4])[CH:5]([C:6](=[O:7])[O-:8])[O:9][c:10]1[cH:11][c:12]2[c:16]([c:17]([Cl:20])[c:18]1[Cl:19])[C:15](=[O:21])[C:14]([c:22]1[cH:23][cH:24][cH:25][cH:26][cH:27]1)([CH3:28])[CH2:13]2.[CH2:34]1[CH2:35][CH2:36][CH2:37][CH2:38][CH2:39]1.[CH3:29][S:30](=[O:31])(=[O:32])[OH:33].[cH:40]1[cH:41][cH:42][cH:43][cH:44][cH:45]1>>[CH2:5]([C:6](=[O:7])[OH:8])[O:9][c:10]1[cH:11][c:12]2[c:16]([c:17]([Cl:20])[c:18]1[Cl:19])[C:15](=[O:21])[C:14]([c:22]1[cH:23][cH:24][cH:25][cH:26][cH:27]1)([CH3:28])[CH2:13]2. Reactants: [N+](=O)([O-])C1=C(C=CC=C1)O (ortho-nitrophenol), [N+](=O)([O-])C1=C(C=CC=C1)O (ortho-nitrophenol), O(C(=S)[S-])CC.[K+] (potassium ethyl xanthate). Yields the product SC=1OC2=C(N1)C=CC=C2 (2-mercaptobenzoxazole). RXN SMILES: [N+:1]([C:4]1[CH:9]=[CH:8][CH:7]=[CH:6][C:5]=1[OH:10])([O-])=O.O(CC)[C:12]([S-])=[S:13].[K+]>>[SH:13][C:12]1[O:10][C:5]2[CH:6]=[CH:7][CH:8]=[CH:9][C:4]=2[N:1]=1 |f:1.2|. Reported procedure: In Scheme 3, substituted phenol E can be nitrated to give the corresponding ortho-nitrophenol F. This material can then be reduced to provide the ortho-aminophenol G. The aminophenol G can subsequently be reacted with potassium ethyl xanthate (potassium (carbodithiolatooxy)ethane) to produce the cyclized 2-mercaptobenzoxazole H. Reaction of the 2-mercaptobenzoxazole H with a chlorinating agent, such as thionyl chloride, affords the desired 2-chlorobenzoxazole J.